This data is from the Open Reaction Database (ORD), a public repository of structured organic reaction records. The task is: describe an organic reaction: reactants, conditions, products, and yield Starting materials: CC1=C2C(CCSC2=C(C=C1Br)C)=O (5,8-dimehyl-6-bromothiochroman-4-one), ( VI ), [Cl-].[Na+] (sodium chloride), [BH4-].[Na+] (sodium borohydride), Cl (hydrochloric acid). The solvent is ClCCl (dichloromethane), CO (methanol). Yields the product CC1=C2C(CCSC2=C(C=C1Br)C)O (5,8-dimethyl-4-hydroxy-6-bromothiochroman). The yield is 91.3%. RXN SMILES: [CH3:1][C:2]1[C:11]([Br:12])=[CH:10][C:9]([CH3:13])=[C:8]2[C:3]=1[C:4](=[O:14])[CH2:5][CH2:6][S:7]2.[Cl-].[Na+].[BH4-].[Na+].Cl>ClCCl.CO>[CH3:1][C:2]1[C:11]([Br:12])=[CH:10][C:9]([CH3:13])=[C:8]2[C:3]=1[CH:4]([OH:14])[CH2:5][CH2:6][S:7]2 |f:1.2,3.4|. Reported procedure: 100 ml of methanol and 30 ml of dichloromethane were added to 10 g (36.9 mmol) of 5,8-dimehyl-6-bromothiochroman-4-one. While the mixture was maintained at a temperature not exceeding 0° C. with a sodium chloride aqueous solution and an ice bath, 0.70 g (18.4 mmol) of sodium borohydride as a reducing agent was gradually added. The mixture was allowed to react at room temperature for 3 hours, and then the reaction mixture was poured into a 5% hydrochloric acid aqueous solution and extracted with ... Reactants: Cl (hydrochloric acid), C([O-])([O-])=O.[K+].[K+] (potassium carbonate), C(C)(C)I (isopropyl iodide), OC1=C(C(=O)OC)C=CC(=C1)O (methyl 2,4-dihydroxybenzoate). Run in CC(=O)C (acetone). Reaction conditions: time 48 hour. The product is OC1=C(C(=O)OC)C=CC(=C1)OC(C)C (methyl 2-hydroxy-4-isopropoxybenzoate). Reaction SMILES: [OH:1][C:2]1[CH:11]=[C:10]([OH:12])[CH:9]=[CH:8][C:3]=1[C:4]([O:6][CH3:7])=[O:5].C(=O)([O-])[O-].[K+].[K+].[CH:19](I)([CH3:21])[CH3:20].Cl>CC(C)=O>[OH:1][C:2]1[CH:11]=[C:10]([O:12][CH:19]([CH3:21])[CH3:20])[CH:9]=[CH:8][C:3]=1[C:4]([O:6][CH3:7])=[O:5] |f:1.2.3|. Reported procedure: A 1.50 g portion of methyl 2,4-dihydroxybenzoate was dissolved in 30 ml of acetone, and 3.10 g of potassium carbonate and 1.7 ml of isopropyl iodide were added, followed by 48 hours of heating under reflux. After completion of the reaction, the reaction solution was poured into 1N hydrochloric acid aqueous solution, extracted with chloroform and dried over anhydrous sodium sulfate and then the solvent was evaporated under a reduced pressure. The resulting residue was purified by silica gel colum... Procedure details: A mixture of (R)-3-(2-chlorobenzamido)-N-methyl-N-(piperidin-4-yl)-2,3-dihydro-1H-indene-5-carboxamide (see stage 2 illustrative compound H-214) (230 mg, 0.559 mmol, 1 eq), 5-chloro-3-methyl-1,2,4-thiadiazole (83 mg, 0.615 mmol, 1.1 eq) and Cs2CO3 (363 mg, 1.118 mmol, 2 eq) in dioxane (10 ml) was heated for 2 h at 80° C. When the reaction was complete according to TLC monitoring, the reaction mixture was concentrated under reduced pressure. The residue was taken up in dichloromethane (50 ml), wa... RXN SMILES: [Cl:1][C:2]1[CH:29]=[CH:28][CH:27]=[CH:26][C:3]=1[C:4]([NH:6][C@H:7]1[C:15]2[C:10](=[CH:11][CH:12]=[C:13]([C:16]([N:18]([CH3:25])[CH:19]3[CH2:24][CH2:23][NH:22][CH2:21][CH2:20]3)=[O:17])[CH:14]=2)[CH2:9][CH2:8]1)=[O:5].Cl[C:31]1[S:35][N:34]=[C:33]([CH3:36])[N:32]=1.C([O-])([O-])=O.[Cs+].[Cs+]>O1CCOCC1>[Cl:1][C:2]1[CH:29]=[CH:28][CH:27]=[CH:26][C:3]=1[C:4]([NH:6][C@H:7]1[C:15]2[C:10](=[CH:11][CH:12]=[C:13]([C:16]([N:18]([CH3:25])[CH:19]3[CH2:20][CH2:21][N:22]([C:31]4[S:35][N:34]=[C:33]([CH3:36])[N:32]=4)[CH2:23][CH2:24]3)=[O:17])[CH:14]=2)[CH2:9][CH2:8]1)=[O:5] |f:2.3.4|. Conditions: temperature 80 celsius. Yield: 59.0%. Run in O1CCOCC1 (dioxane). The product is ClC1=C(C(=O)N[C@@H]2CCC3=CC=C(C=C23)C(=O)N(C2CCN(CC2)C2=NC(=NS2)C)C)C=CC=C1 ((3R)-3-[(2-Chloro-benzoyl)amino]-N-methyl-N-[1-(3-methyl-[1,2,4]thiadiazol-5-yl)-piperidin-4-yl]-2,3-dihydro-1H-indene-5-carboxylic acid amide). Starting materials: ClC1=C(C(=O)N[C@@H]2CCC3=CC=C(C=C23)C(=O)N(C2CCNCC2)C)C=CC=C1 ((R)-3-(2-chlorobenzamido)-N-methyl-N-(piperidin-4-yl)-2,3-dihydro-1H-indene-5-carboxamide), ClC1=NC(=NS1)C (5-chloro-3-methyl-1,2,4-thiadiazole), C(=O)([O-])[O-].[Cs+].[Cs+] (Cs2CO3). Reactants: BrN1C(CCC1=O)=O (N-bromosuccinimide), CS(=O)(=O)C1=CC=C(OC2=CC=C(C=C2)CC(=O)OC)C=C1 (methyl α-[p-(p-methylsulfonylphenoxy)phenyl]acetate), 22, nichrome, C(C1=CC=CC=C1)(=O)OOC(C1=CC=CC=C1)=O (benzoyl peroxide). The reagents and catalysts are Br (HBr). The solvent is C(Cl)(Cl)(Cl)Cl (carbon tetrachloride). The product is BrC(C(=O)OC)C1=CC=C(C=C1)OC1=CC=C(C=C1)S(=O)(=O)C (Methyl α-bromo-α-[p-(p-methylsulfonylphenoxy)phenyl]acetate). As a reaction SMILES: [CH3:1][S:2]([C:5]1[CH:22]=[CH:21][C:8]([O:9][C:10]2[CH:15]=[CH:14][C:13]([CH2:16][C:17]([O:19][CH3:20])=[O:18])=[CH:12][CH:11]=2)=[CH:7][CH:6]=1)(=[O:4])=[O:3].[Br:23]N1C(=O)CCC1=O.C(OOC(=O)C1C=CC=CC=1)(=O)C1C=CC=CC=1>C(Cl)(Cl)(Cl)Cl.Br>[Br:23][CH:16]([C:13]1[CH:14]=[CH:15][C:10]([O:9][C:8]2[CH:7]=[CH:6][C:5]([S:2]([CH3:1])(=[O:3])=[O:4])=[CH:22][CH:21]=2)=[CH:11][CH:12]=1)[C:17]([O:19][CH3:20])=[O:18]. Procedure details: To a suspension of 1.6 g of methyl α-[p-(p-methylsulfonylphenoxy)phenyl]acetate in 25 ml of carbon tetrachloride is added 0.98 g of N-bromosuccinimide and 1 drop of 48% HBr. The mixture is stirred and refluxed for 19.5 hours and 10 mg of benzoyl peroxide is added. The mixture is refluxed for 3 hours and 1/2 inch of 22 gauge nichrome wire is added. After refluxing an additional 18 hours the solvent is removed under vacuum to give the product as a gum. Starting materials: CCN=C=NCCCN(C)C, CN(C)c1ccncc1, ClCCl, Cl, Fc1ccc(C(c2ccc(F)cc2)N2CCNCC2)cc1, O=C(O)CN1CCC(c2ccccc2)(c2ccccc2)C1=O. Product: O=C(CN1CCC(c2ccccc2)(c2ccccc2)C1=O)N1CCN(C(c2ccc(F)cc2)c2ccc(F)cc2)CC1. Reaction SMILES: [CH2:45]([N:46]=[C:47]=[N:48][CH2:49][CH2:50][CH2:51][N:52]([CH3:53])[CH3:54])[CH3:55].[CH3:59][N:60]([CH3:61])[c:62]1[cH:63][cH:64][n:65][cH:66][cH:67]1.[Cl:56][CH2:57][Cl:58].[ClH:44].[F:1][c:2]1[cH:3][cH:4][c:5]([CH:8]([N:9]2[CH2:10][CH2:11][NH:12][CH2:13][CH2:14]2)[c:15]2[cH:16][cH:17][c:18]([F:21])[cH:19][cH:20]2)[cH:6][cH:7]1.[O:22]=[C:23]1[N:24]([CH2:40][C:41](=[O:42])[OH:43])[CH2:25][CH2:26][C:27]1([c:28]1[cH:29][cH:30][cH:31][cH:32][cH:33]1)[c:34]1[cH:35][cH:36][cH:37][cH:38][cH:39]1>>[F:1][c:2]1[cH:3][cH:4][c:5]([CH:8]([N:9]2[CH2:10][CH2:11][N:12]([C:41]([CH2:40][N:24]3[C:23](=[O:22])[C:27]([c:28]4[cH:29][cH:30][cH:31][cH:32][cH:33]4)([c:34]4[cH:35][cH:36][cH:37][cH:38][cH:39]4)[CH2:26][CH2:25]3)=[O:42])[CH2:13][CH2:14]2)[c:15]2[cH:16][cH:17][c:18]([F:21])[cH:19][cH:20]2)[cH:6][cH:7]1. Reactants: ClC1=NC(=CC(=C1)C#N)N1CCN(CC1)CC1CC1 (2-chloro-6-[4-(cyclopropylmethyl)piperazin-1-yl]pyridine-4-carbonitrile), FC(OC1=CC=C(C=C1)B(O)O)(F)F (4-trifluoromethoxyphenylboronic acid), C([O-])([O-])=O.[Cs+].[Cs+] (cesium carbonate), CC(C)C1=CC(=C(C(=C1)C(C)C)C2=C(C=CC=C2)P(C3CCCCC3)C4CCCCC4)C(C)C (XPhos). The reagents and catalysts are C(C)(=O)[O-].[Pd+2].C(C)(=O)[O-] (palladium acetate). Solvent: O1CCOCC1 (dioxane). Conditions: temperature 100 celsius. Product: C1(CC1)CN1CCN(CC1)C1=NC(=CC(=C1)C#N)C1=CC=C(C=C1)OC(F)(F)F (2-[4-(cyclopropylmethyl)piperazin-1-yl]-6-[4-(trifluoromethoxy)phenyl]pyridine-4-carbonitrile). As a reaction SMILES: Cl[C:2]1[CH:7]=[C:6]([C:8]#[N:9])[CH:5]=[C:4]([N:10]2[CH2:15][CH2:14][N:13]([CH2:16][CH:17]3[CH2:19][CH2:18]3)[CH2:12][CH2:11]2)[N:3]=1.[F:20][C:21]([F:33])([F:32])[O:22][C:23]1[CH:28]=[CH:27][C:26](B(O)O)=[CH:25][CH:24]=1.C(=O)([O-])[O-].[Cs+].[Cs+].CC(C1C=C(C(C)C)C(C2C=CC=CC=2P(C2CCCCC2)C2CCCCC2)=C(C(C)C)C=1)C>C([O-])(=O)C.[Pd+2].C([O-])(=O)C.O1CCOCC1>[CH:17]1([CH2:16][N:13]2[CH2:14][CH2:15][N:10]([C:4]3[CH:5]=[C:6]([C:8]#[N:9])[CH:7]=[C:2]([C:26]4[CH:25]=[CH:24][C:23]([O:22][C:21]([F:20])([F:32])[F:33])=[CH:28][CH:27]=4)[N:3]=3)[CH2:11][CH2:12]2)[CH2:19][CH2:18]1 |f:2.3.4,6.7.8|. Reported procedure: The nitrile 25D (2.4 g, 8.67 mmol), 4-trifluoromethoxyphenylboronic acid (2.15 g, 1.1 mol eq), palladium acetate (45 mg), cesium carbonate (4.5 g, 2 mol eq), and XPhos (190 mg) were mixed, placed under a nitrogen atmosphere and dioxane (10 mL) was added. The mixture was heated at 100° C. overnight. After cooling, the mixture was filtered through a celite pad, washed with dioxane (2×20 mL) and concentrated under reduced pressure. The residue was used for the next step without further purification... Reactants: CC(C)CN1CCC2(CC1)CCN(Cc1ccc(C=O)cc1)C2, COCOCC(CN)(Cc1nccn1COCC[Si](C)(C)C)Cc1nccn1COCC[Si](C)(C)C. The product is COCOCC(CNCc1ccc(CN2CCC3(CCN(CC(C)C)CC3)C2)cc1)(Cc1nccn1COCC[Si](C)(C)C)Cc1nccn1COCC[Si](C)(C)C. RXN SMILES: [CH2:37]([CH:38]([CH3:39])[CH3:40])[N:41]1[CH2:42][CH2:43][C:44]2([CH2:45][CH2:46][N:47]([CH2:49][c:50]3[cH:51][cH:52][c:53]([CH:54]=[O:55])[cH:56][cH:57]3)[CH2:48]2)[CH2:58][CH2:59]1.[CH3:1][O:2][CH2:3][O:4][CH2:5][C:6]([CH2:7][NH2:8])([CH2:9][c:10]1[n:11]([CH2:15][O:16][CH2:17][CH2:18][Si:19]([CH3:20])([CH3:21])[CH3:22])[cH:12][cH:13][n:14]1)[CH2:23][c:24]1[n:25]([CH2:29][O:30][CH2:31][CH2:32][Si:33]([CH3:34])([CH3:35])[CH3:36])[cH:26][cH:27][n:28]1>>[CH3:1][O:2][CH2:3][O:4][CH2:5][C:6]([CH2:7][NH:8][CH2:54][c:53]1[cH:52][cH:51][c:50]([CH2:49][N:47]2[CH2:46][CH2:45][C:44]3([CH2:43][CH2:42][N:41]([CH2:37][CH:38]([CH3:39])[CH3:40])[CH2:59][CH2:58]3)[CH2:48]2)[cH:57][cH:56]1)([CH2:9][c:10]1[n:11]([CH2:15][O:16][CH2:17][CH2:18][Si:19]([CH3:20])([CH3:21])[CH3:22])[cH:12][cH:13][n:14]1)[CH2:23][c:24]1[n:25]([CH2:29][O:30][CH2:31][CH2:32][Si:33]([CH3:34])([CH3:35])[CH3:36])[cH:26][cH:27][n:28]1.